This data is from the Open Reaction Database (ORD), a public repository of structured organic reaction records. The task is: describe an organic reaction: reactants, conditions, products, and yield The reactants are IC1=CC=C2C(C(=O)OC(N2)=O)=C1 (5-iodoisatoic anhydride), S(=O)(=O)(O)C1=CC=C(C)C=C1.C(C1=CC=CC=C1)OC(CCN)=O (β-alanine benzyl ester tosylate), CN(C)C1=NC=CC=C1 (dimethylaminopyridine). Solvent: N1=CC=CC=C1 (pyridine). The product is C(C1=CC=CC=C1)OC(CCNC(C1=C(C=CC(=C1)I)N)=O)=O (N-(2-amino-5-iodobenzoyl)-β-alanine benzyl ester). The yield is 25.2%. As a reaction SMILES: [I:1][C:2]1[CH:13]=[C:6]2[C:7](OC(=O)[NH:11][C:5]2=[CH:4][CH:3]=1)=[O:8].S(C1C=CC(C)=CC=1)(O)(=O)=O.[CH2:25]([O:32][C:33](=[O:37])[CH2:34][CH2:35][NH2:36])[C:26]1[CH:31]=[CH:30][CH:29]=[CH:28][CH:27]=1.CN(C1C=CC=CN=1)C>N1C=CC=CC=1>[CH2:25]([O:32][C:33](=[O:37])[CH2:34][CH2:35][NH:36][C:7](=[O:8])[C:6]1[CH:13]=[C:2]([I:1])[CH:3]=[CH:4][C:5]=1[NH2:11])[C:26]1[CH:31]=[CH:30][CH:29]=[CH:28][CH:27]=1 |f:1.2|. Procedure details: A magnetically stirred solution of 5 grams of 5-iodoisatoic anhydride (0.0173 mol), 5.85 grams of β-alanine benzyl ester tosylate (0.0173 mol), 35 mL pyridine, and 0.5 of dimethylaminopyridine (0.0041 mol) was heated to 80° C. for 2 hrs. The reaction mixture was allowed to cool to room temperature and concentrated in vacuo. The resulting residue was dissolved in 100mL ethyl acetate and washed 2×50 mL of 10% cupric sulfate, 1×50 mL sat. sodium bicarbonate, 1×50 mL brine, dried over sodium sulfate... Reactants: O(C1=CC=CC=C1)C=1C=C(COC2=CC=C(C=C2)CCC#N)C=CC1 (3-(4-((3-phenoxybenzyl)oxy)phenyl)propanenitrile), [N-]=[N+]=[N-].[Na+] (sodium azide), [Cl-].[NH4+] (ammonium chloride). Solvent: CN(C=O)C (N,N-dimethylformamide), C(C)(=O)OCC (ethyl acetate). Product: O(C1=CC=CC=C1)C=1C=C(COC2=CC=C(C=C2)CCC2=NN=NN2)C=CC1 (5-(2-(4-((3-phenoxybenzyl)oxy)phenyl)ethyl)-1H-tetrazole). Isolated yield 42.4%. As a reaction SMILES: [O:1]([C:8]1[CH:9]=[C:10]([CH:23]=[CH:24][CH:25]=1)[CH2:11][O:12][C:13]1[CH:18]=[CH:17][C:16]([CH2:19][CH2:20][C:21]#[N:22])=[CH:15][CH:14]=1)[C:2]1[CH:7]=[CH:6][CH:5]=[CH:4][CH:3]=1.[N-:26]=[N+:27]=[N-:28].[Na+].[Cl-].[NH4+]>CN(C)C=O.C(OCC)(=O)C>[O:1]([C:8]1[CH:9]=[C:10]([CH:23]=[CH:24][CH:25]=1)[CH2:11][O:12][C:13]1[CH:14]=[CH:15][C:16]([CH2:19][CH2:20][C:21]2[NH:28][N:27]=[N:26][N:22]=2)=[CH:17][CH:18]=1)[C:2]1[CH:3]=[CH:4][CH:5]=[CH:6][CH:7]=1 |f:1.2,3.4|. Procedure details: A solution of 3-(4-((3-phenoxybenzyl)oxy)phenyl)propanenitrile (0.5 g, 1.52 mmol), sodium azide (0.49 g, 7.54 mmol) and ammonium chloride (0.41 g, 7.66 mmol) in N,N-dimethylformamide (20 ml) was stirred at 110° C. for 28 hrs. The reaction solution was diluted with ethyl acetate, washed successively with aqueous citric acid solution, water and aqueous sodium chloride solution, dried over magnesium sulfate, and concentrated under reduced pressure. The obtained residue was subjected to silica gel c... The reactants are Cl (HCl), ClC1=CC=C(C=C1)O (4-chlorophenol), C1CCCCC1 (cyclohexane), resultant mixture, CSSC (methyl disulfide), ClC1=CC=C(C=C1)O (4-chlorophenol). Reagents/catalysts: [Zr] (zirconium). Solvent: C(CC)O (propanol), O (water). Conditions: temperature 180 celsius. Product: CSC1=C(C=CC(=C1)Cl)O (2-methylthio-4-chlorophenol). Yield: 61.8%. As a reaction SMILES: [Cl:1][C:2]1[CH:7]=[CH:6][C:5]([OH:8])=[CH:4][CH:3]=1.C1CCCCC1.[CH3:15][S:16]SC.Cl>[Zr].O.C(O)CC>[CH3:15][S:16][C:6]1[CH:7]=[C:2]([Cl:1])[CH:3]=[CH:4][C:5]=1[OH:8]. Procedure details: A mixture of 4-chlorophenol (15.0 g, 0.12 moles) and cyclohexane (8 ml) was distilled to remove cyclohexane and water. To the dry p-chlorophenol was added 3.3 g of zirconium n-propoxide in n-propanol consisting of 21.6% zirconium (0.008 mole) and 10.8% free propanol. The mixture was distilled at atmospheric pressure under nitrogen removing 1.0 g of n-propanol. To the resultant mixture was added methyl disulfide (7.1 g, 0.075 moles). The mixture was heated under nitrogen at reflux for 43 hours du... Starting materials: CC(C)CBr, O=C1C(=O)c2ccccc2C2=C1SCC1(CCNCC1)O2. The product is CC(C)CN1CCC2(CC1)CSC1=C(O2)c2ccccc2C(=O)C1=O. Reaction SMILES: [Br:22][CH2:23][CH:24]([CH3:25])[CH3:26].[NH:1]1[CH2:2][CH2:3][C:4]2([CH2:5][S:6][C:7]3=[C:8]([O:9]2)[c:10]2[cH:11][cH:12][cH:13][cH:14][c:15]2[C:16](=[O:19])[C:17]3=[O:18])[CH2:20][CH2:21]1>>[N:1]1([CH2:23][CH:24]([CH3:25])[CH3:26])[CH2:2][CH2:3][C:4]2([CH2:5][S:6][C:7]3=[C:8]([O:9]2)[c:10]2[cH:11][cH:12][cH:13][cH:14][c:15]2[C:16](=[O:19])[C:17]3=[O:18])[CH2:20][CH2:21]1. The reactants are C(C)(=O)NC[C@@H](CC(=O)OCC)O (ethyl (R)-4-acetylamino-3-hydroxybutyrate), O.NN (hydrazine monohydrate). Solvent: CO (methanol), CO (methanol). Reaction conditions: temperature 65 celsius, time 8 hour. The product is C(C)(=O)NC[C@@H](CC(=O)NN)O ((R)-4-Acetylamino-3-Hydroxybutanohydrazide). Yield: 84.3%. Reaction SMILES: [C:1]([NH:4][CH2:5][C@H:6]([OH:13])[CH2:7][C:8](OCC)=[O:9])(=[O:3])[CH3:2].O.[NH2:15][NH2:16]>CO>[C:1]([NH:4][CH2:5][C@H:6]([OH:13])[CH2:7][C:8]([NH:15][NH2:16])=[O:9])(=[O:3])[CH3:2] |f:1.2|. Procedure: A 5.00 g (26.4 mmol) of ethyl (R)-4-acetylamino-3-hydroxybutyrate (optical purity: 95%e.e.) was dissolved in 20 ml of methanol, and 2.00 g (39.6 mmol) of hydrazine monohydrate was added thereto dropwise at room temperature. After the addition, the mixture was heated to 65° C. and then stirred overnight. After the mixture was cooled to room temperature, 20 ml of methanol was added thereto and crystallization was carried out at 10° C. to give 3.90 g (84%) of the title compound. Melting point: 177.... Conditions: time 19 hour. The reagents and catalysts are [Pt] (Pt/C). Reactants: C(C1=CC=CC=C1)OC1=C(C=C(C=C1)[N+](=O)[O-])NC=O (N-(2-benzyloxy-5-nitrophenyl)-formamide). RXN SMILES: [CH2:1]([O:8][C:9]1[CH:14]=[CH:13][C:12]([N+:15]([O-])=O)=[CH:11][C:10]=1[NH:18][CH:19]=[O:20])[C:2]1[CH:7]=[CH:6][CH:5]=[CH:4][CH:3]=1>[Pt].CCO>[NH2:15][C:12]1[CH:13]=[CH:14][C:9]([O:8][CH2:1][C:2]2[CH:3]=[CH:4][CH:5]=[CH:6][CH:7]=2)=[C:10]([NH:18][CH:19]=[O:20])[CH:11]=1. Yields the product NC=1C=CC(=C(C1)NC=O)OCC1=CC=CC=C1 (N-(5-amino-2-benzyloxyphenyl)-formamide). Reported procedure: A mixture of N-(2-benzyloxy-5-nitrophenyl)-formamide (9.0 g, 33 mmol), 5% Pt/C (3.1 g) and EtOH at 65° C. is stirred under an atmosphere of H2 for 19 h at ambient temperature. The mixture is filtered through Celite, washed with EtOH and the filtrate is concentrated at reduced pressure. The resulting solid is washed with MTBE several times to afford N-(5-amino-2-benzyloxyphenyl)-formamide as a white solid: (M−H)−=241.1. Solvent: CCO (EtOH). As a reaction SMILES: [Cl:1][c:2]1[cH:3][c:4]([C:13]([F:14])([F:15])[F:16])[n:5][n:6]1[CH2:7][C:8](=[O:9])[O:10][CH2:11][CH3:12].[Na+:18].[O:19]1[CH2:20][CH2:21][CH2:22][CH2:23]1.[OH-:17].[OH2:24]>>[Cl:1][c:2]1[cH:3][c:4]([C:13]([F:14])([F:15])[F:16])[n:5][n:6]1[CH2:7][C:8](=[O:9])[OH:10]. Yields the product O=C(O)Cn1nc(C(F)(F)F)cc1Cl. Starting materials: CCOC(=O)Cn1nc(C(F)(F)F)cc1Cl, [Na+], C1CCOC1, [OH-], O. Starting materials: ClC=1C=C2CCN(C2=CC1)C(=O)C=1C=C2NC(C=3N(C2=CC1C)C(=NC3)[C@@H]3CC[C@H](CC3)C(=O)OCC3=CC=CC=C3)=O (benzyl trans-4-{7-[(5-chloro-2,3-dihydro-1H-indol-1-yl)carbonyl]-8-methyl-4-oxo-4,5-dihydroimidazo[1,5-a]quinoxalin-1-yl}cyclohexane carboxylate), [OH-].[Na+] (sodium hydroxide), Cl (hydrochloric acid). Solvent: CO (methanol). Conditions: time 16 hour. Product: ClC=1C=C2CCN(C2=CC1)C(=O)C=1C=C2NC(C=3N(C2=CC1C)C(=NC3)[C@@H]3CC[C@H](CC3)C(=O)O)=O (trans-4-{7-[(5-chloro-2,3-dihydro-1H-indol-1-yl)carbonyl]-8-methyl-4-oxo-4,5-dihydroimidazo[1,5-a]quinoxalin-1-yl}cyclohexanecarboxylic acid). The yield is 84.6%. Reaction SMILES: [Cl:1][C:2]1[CH:3]=[C:4]2[C:8](=[CH:9][CH:10]=1)[N:7]([C:11]([C:13]1[CH:14]=[C:15]3[C:20](=[CH:21][C:22]=1[CH3:23])[N:19]1[C:24]([C@H:27]4[CH2:32][CH2:31][C@H:30]([C:33]([O:35]CC5C=CC=CC=5)=[O:34])[CH2:29][CH2:28]4)=[N:25][CH:26]=[C:18]1[C:17](=[O:43])[NH:16]3)=[O:12])[CH2:6][CH2:5]2.[OH-].[Na+].Cl>CO>[Cl:1][C:2]1[CH:3]=[C:4]2[C:8](=[CH:9][CH:10]=1)[N:7]([C:11]([C:13]1[CH:14]=[C:15]3[C:20](=[CH:21][C:22]=1[CH3:23])[N:19]1[C:24]([C@H:27]4[CH2:28][CH2:29][C@H:30]([C:33]([OH:35])=[O:34])[CH2:31][CH2:32]4)=[N:25][CH:26]=[C:18]1[C:17](=[O:43])[NH:16]3)=[O:12])[CH2:6][CH2:5]2 |f:1.2|. Procedure details: To 676 mg of benzyl trans-4-{7-[(5-chloro-2,3-dihydro-1H-indol-1-yl)carbonyl]-8-methyl-4-oxo-4,5-dihydroimidazo[1,5-a]quinoxalin-1-yl}cyclohexane carboxylate were added 6.7 mL of methanol and 1.5 mL of a 3 M aqueous sodium hydroxide solution, followed by stirring at room temperature for 16 hours. 1 M hydrochloric acid was added thereto, and the precipitate was collected by filtration and washed with water. The obtained solid was air-dried, suspended in chloroform, collected by filtration, and dr... Starting materials: C(C)C1=CC=C(C=C1)C=1OCC(N1)(C)C (2-(4-Ethylphenyl)-4,5-dihydro-4,4-dimethyloxazole), C(CCC)[Li] (n-butyllithium), CI (methyl iodide). Solvent: O1CCCC1 (tetrahydrofuran). Conditions: temperature 0 celsius, time 2.5 hour. Product: C(C)C1=CC(=C(C=C1)C=1OCC(N1)(C)C)C (2-(4-Ethyl-2-methylphenyl)-4,5-dihydro-4,4-dimethyloxazole). As a reaction SMILES: [CH2:1]([C:3]1[CH:8]=[CH:7][C:6]([C:9]2[O:10][CH2:11][C:12]([CH3:15])([CH3:14])[N:13]=2)=[CH:5][CH:4]=1)[CH3:2].[CH2:16]([Li])CCC.CI>O1CCCC1>[CH2:1]([C:3]1[CH:4]=[CH:5][C:6]([C:9]2[O:10][CH2:11][C:12]([CH3:14])([CH3:15])[N:13]=2)=[C:7]([CH3:16])[CH:8]=1)[CH3:2]. Reported procedure: To a solution of the product from step (i) (43 g) in tetrahydrofuran (600 ml) at -10° C. was added n-butyllithium (2.5M solution in hexanes, 94 ml). The mixture was stirred for 2.5 hours at 0° C. then cooled to -30° C. and treated with methyl iodide (62 ml). The mixture was warmed to room temperature and partitioned between ethyl acetate and water. The organic phase was dried and evaporated and the residue purified by chromatography eluting with 5% ethyl acetate in isohexane. Yield 28.4 g.